This data is from the Open Reaction Database (ORD), a public repository of structured organic reaction records. The task is: describe an organic reaction: reactants, conditions, products, and yield Starting materials: C(C)OC(=O)C=1C(=NC2=CC=C(C=C2C1C1=CC=CC=C1)Cl)Cl (2,6-dichloro-4-phenyl-quinoline-3-carboxylic acid ethyl ester), C1(CCCC1)O (cyclopentanol). The product is C(C)OC(=O)C=1C(=NC2=CC=C(C=C2C1C1=CC=CC=C1)Cl)OC1CCCC1 (6-Chloro-2-cyclopentyloxy-4-phenyl-quinoline-3-carboxylic acid ethyl ester). Reaction SMILES: [CH2:1]([O:3][C:4]([C:6]1[C:7](Cl)=[N:8][C:9]2[C:14]([C:15]=1[C:16]1[CH:21]=[CH:20][CH:19]=[CH:18][CH:17]=1)=[CH:13][C:12]([Cl:22])=[CH:11][CH:10]=2)=[O:5])[CH3:2].[CH:24]1([OH:29])[CH2:28][CH2:27][CH2:26][CH2:25]1>>[CH2:1]([O:3][C:4]([C:6]1[C:7]([O:29][CH:24]2[CH2:28][CH2:27][CH2:26][CH2:25]2)=[N:8][C:9]2[C:14]([C:15]=1[C:16]1[CH:21]=[CH:20][CH:19]=[CH:18][CH:17]=1)=[CH:13][C:12]([Cl:22])=[CH:11][CH:10]=2)=[O:5])[CH3:2]. Procedure details: The title compound was prepared in analogy to example 11 step C from 2,6-dichloro-4-phenyl-quinoline-3-carboxylic acid ethyl ester (prepared as described in example 11 step B) and cyclopentanol. Colorless sticky liquid. (50 mg, 44%). LC-MS: 396 (M+H)+. The reactants are 20.1, FC1=CC=C(C=C1)C(=O)C1=CC=NC=C1 ((4-fluorophenyl)(4-pyridinyl)methanone), O1CCCC1 (tetrahydrofuran), BrC1=CC=C(C=C1)F (1-bromo-4-fluorobenzene), [Mg] (magnesium), 50. The solvent is CC(C)=O.C(=O)=O (2-propanone CO2), CC1=CC=CC=C1 (methylbenzene), C(C)(=O)O (acetic acid). Reaction conditions: time 8 hour. The product is 28, FC1=CC=C(C=C1)C(O)(C1=CC=NC=C1)C1=CC=C(C=C1)F (α,α-bis(4-fluorophenyl)-4-pyridinemethanol). Yield: 94.0%. Reaction SMILES: Br[C:2]1[CH:7]=[CH:6][C:5]([F:8])=[CH:4][CH:3]=1.[Mg].O1CCCC1.[F:15][C:16]1[CH:21]=[CH:20][C:19]([C:22]([C:24]2[CH:29]=[CH:28][N:27]=[CH:26][CH:25]=2)=[O:23])=[CH:18][CH:17]=1>CC(=O)C.C(=O)=O.C(O)(=O)C.CC1C=CC=CC=1>[F:8][C:5]1[CH:6]=[CH:7][C:2]([C:22]([C:19]2[CH:20]=[CH:21][C:16]([F:15])=[CH:17][CH:18]=2)([C:24]2[CH:29]=[CH:28][N:27]=[CH:26][CH:25]=2)[OH:23])=[CH:3][CH:4]=1 |f:4.5|. Procedure: A Grignard-complex was previously prepared starting from 22.75 parts of 1-bromo-4-fluorobenzene, 3.2 parts of magnesium and 45 parts of anhydrous tetrahydrofuran. The whole was cooled in 2-propanone/CO2 to a temperature of -20° to -25° C. A solution of 20.1 parts of (4-fluorophenyl)(4-pyridinyl)methanone in 45 parts of anhydrous methylbenzene was added dropwise, during a 30 minutes-period, at -20° C. Upon completion, the whole was stirred overnight at room temperature. After cooling to 0° C., th... As a reaction SMILES: [CH3:1][S:2]([C:5]1[N:10]=[CH:9][C:8]([O:11][C:12]2[CH:13]=[C:14]3[C:18](=[C:19]([O:21][CH:22]4[CH2:27][CH2:26][O:25][CH2:24][CH2:23]4)[CH:20]=2)[NH:17][C:16]([C:28]2[S:29][CH:30]([CH2:33][C:34]([OH:36])=O)[CH2:31][N:32]=2)=[CH:15]3)=[CH:7][CH:6]=1)(=[O:4])=[O:3].O.O[N:39]1[C:43]2[CH:44]=CC=C[C:42]=2N=N1.Cl.C(N=C=NCCCN(C)C)C.C(N)(C)C>CN(C)C=O.CCCCCC.C(OCC)(=O)C.O>[CH3:42][CH:43]([NH:39][C:34](=[O:36])[CH2:33][CH:30]1[S:29][C:28]([C:16]2[NH:17][C:18]3[C:14]([CH:15]=2)=[CH:13][C:12]([O:11][C:8]2[CH:9]=[N:10][C:5]([S:2]([CH3:1])(=[O:3])=[O:4])=[CH:6][CH:7]=2)=[CH:20][C:19]=3[O:21][CH:22]2[CH2:23][CH2:24][O:25][CH2:26][CH2:27]2)=[N:32][CH2:31]1)[CH3:44] |f:1.2,3.4|. The product is CC(C)NC(CC1CN=C(S1)C=1NC2=C(C=C(C=C2C1)OC=1C=NC(=CC1)S(=O)(=O)C)OC1CCOCC1)=O (N-(1-Methylethyl)-2-{2-[5-{[6-(methylsulfonyl)pyridin-3-yl]oxy}-7-(tetrahydro-2H-pyran-4-yloxy)-1H-indol-2-yl]-4,5-dihydro-1,3-thiazol-5-yl}acetamide). Conditions: time 15 hour. Solvent: CCCCCC (hexane), O (Water), C(C)(=O)OCC (ethyl acetate), CN(C=O)C (N,N-dimethylformamide). Procedure details: To a solution of {2-[5-{[6-(methylsulfonyl)pyridin-3-yl]oxy}-7-(tetrahydro-2H-pyran-4-yloxy)-1H-indol-2-yl]-4,5-dihydro-1,3-thiazol-5-yl}acetic acid (150 mg) in N,N-dimethylformamide (5 mL) were added 1-hydroxybenzotriazole monohydrate (65 mg), 1-ethyl-3-(3-dimethylaminopropyl)carbodiimide hydrochloride (81 mg), and isopropylamine (34 mg), and the mixture was stirred at room temperature for 15 hr. Water was added to the reaction mixture, and the mixture was extracted with ethyl acetate. The orga... Isolated yield 79.2%. Reactants: CS(=O)(=O)C1=CC=C(C=N1)OC=1C=C2C=C(NC2=C(C1)OC1CCOCC1)C=1SC(CN1)CC(=O)O ({2-[5-{[6-(methylsulfonyl)pyridin-3-yl]oxy}-7-(tetrahydro-2H-pyran-4-yloxy)-1H-indol-2-yl]-4,5-dihydro-1,3-thiazol-5-yl}acetic acid), O.ON1N=NC2=C1C=CC=C2 (1-hydroxybenzotriazole monohydrate), Cl.C(C)N=C=NCCCN(C)C (1-ethyl-3-(3-dimethylaminopropyl)carbodiimide hydrochloride), C(C)(C)N (isopropylamine). Starting materials: BrB(Br)Br, Cn1nnc(-c2ccncc2)c1-c1ccc(O)cc1, COc1ccc(-c2nccn2-c2ccncc2)cc1, CC(C)O, ClCCl. Yields the product Oc1ccc(-c2nccn2-c2ccncc2)cc1. Reaction SMILES: [B:42]([Br:43])([Br:44])[Br:45].[CH3:1][n:2]1[c:3](-[c:4]2[cH:5][cH:6][c:7]([OH:8])[cH:9][cH:10]2)[c:11](-[c:12]2[cH:13][cH:14][n:15][cH:16][cH:17]2)[n:18][n:19]1.[CH3:23][O:24][c:25]1[cH:26][cH:27][c:28](-[c:31]2[n:32](-[c:36]3[cH:37][cH:38][n:39][cH:40][cH:41]3)[cH:33][cH:34][n:35]2)[cH:29][cH:30]1.[CH3:46][CH:47]([OH:48])[CH3:49].[Cl:20][CH2:21][Cl:22]>>[OH:24][c:25]1[cH:26][cH:27][c:28](-[c:31]2[n:32](-[c:36]3[cH:37][cH:38][n:39][cH:40][cH:41]3)[cH:33][cH:34][n:35]2)[cH:29][cH:30]1.